Dataset: the Open Reaction Database (ORD), a public repository of structured organic reaction records. Task: describe an organic reaction: reactants, conditions, products, and yield Starting materials: Cc1ccc2[nH]c3c(c2c1)CN(C)CC3, CN1CCCC1=O, C=C(C(=O)O)c1ccc(C(F)(F)F)nc1, [K+], [OH-]. Product: Cc1ccc2c(c1)c1c(n2CC(C(=O)O)c2ccc(C(F)(F)F)nc2)CCN(C)C1. Reaction SMILES: [CH3:1][N:2]1[CH2:3][c:4]2[c:5]([nH:6][c:7]3[cH:8][cH:9][c:10]([CH3:13])[cH:11][c:12]23)[CH2:14][CH2:15]1.[CH3:33][N:34]1[CH2:35][CH2:36][CH2:37][C:38]1=[O:39].[F:16][C:17]([c:18]1[cH:19][cH:20][c:21]([C:24]([C:25](=[O:26])[OH:27])=[CH2:28])[cH:22][n:23]1)([F:29])[F:30].[K+:32].[OH-:31]>>[CH3:1][N:2]1[CH2:3][c:4]2[c:5]([n:6]([CH2:28][CH:24]([c:21]3[cH:20][cH:19][c:18]([C:17]([F:16])([F:29])[F:30])[n:23][cH:22]3)[C:25](=[O:26])[OH:27])[c:7]3[cH:8][cH:9][c:10]([CH3:13])[cH:11][c:12]23)[CH2:14][CH2:15]1. Starting materials: CC(=O)O, [BH3-]C#N, O=C([O-])O, CCN(CC)CCN, CC1CN(C(=O)COc2ccc(Cl)cc2C=O)C(C)CN1Cc1ccc(F)cc1, CC(Cl)Cl, [Na+], [Na+], O. Yields the product CCN(CC)CCNCc1cc(Cl)ccc1OCC(=O)N1CC(C)N(Cc2ccc(F)cc2)CC1C. As a reaction SMILES: [C:30]([OH:31])(=[O:32])[CH3:33].[C:46]([BH3-:47])#[N:48].[C:50](=[O:51])([OH:52])[O-:53].[CH2:38]([CH3:39])[N:40]([CH2:41][CH3:42])[CH2:43][CH2:44][NH2:45].[Cl:1][c:2]1[cH:3][cH:4][c:5]([O:10][CH2:11][C:12](=[O:13])[N:14]2[CH:15]([CH3:29])[CH2:16][N:17]([CH2:21][c:22]3[cH:23][cH:24][c:25]([F:28])[cH:26][cH:27]3)[CH:18]([CH3:20])[CH2:19]2)[c:6]([CH:7]=[O:8])[cH:9]1.[Cl:34][CH:35]([Cl:36])[CH3:37].[Na+:49].[Na+:54].[OH2:55]>>[Cl:1][c:2]1[cH:3][cH:4][c:5]([O:10][CH2:11][C:12](=[O:13])[N:14]2[CH:15]([CH3:29])[CH2:16][N:17]([CH2:21][c:22]3[cH:23][cH:24][c:25]([F:28])[cH:26][cH:27]3)[CH:18]([CH3:20])[CH2:19]2)[c:6]([CH2:7][NH:45][CH2:44][CH2:43][N:40]([CH2:38][CH3:39])[CH2:41][CH3:42])[cH:9]1. Reactants: C(#N)C1=CC2=C(CCC3=C(S2)C=CC(=C3)CC(C(=O)OCC)C(=O)OCC)C=C1 (ethyl 3-(7-cyano-10,11-dihydrodibenzo[b,f]thiepin-2-yl)-2-ethoxycarbonylpropanoate), C(#N)C1=CC2=C(CCC3=C(S2)C(=CC=C3)C(C(=O)[O-])(C)C(=O)OCC)C=C1 (7-cyano-10,11-dihydrodibenzo[b,f]-thiepin-4-yl-2-ethoxycarbonylpropanoate). Reaction SMILES: [C:1]([C:3]1[CH:29]=[CH:28][C:6]2[CH2:7][CH2:8][C:9]3[CH:15]=[C:14](CC(C(OCC)=O)C(OCC)=O)[CH:13]=[CH:12][C:10]=3[S:11][C:5]=2[CH:4]=1)#[N:2].C(C1C=CC2CCC3C=CC=[C:41]([C:45]([C:50]([O:52][CH2:53][CH3:54])=[O:51])(C)C([O-])=O)C=3SC=2C=1)#N>>[C:1]([C:3]1[CH:29]=[CH:28][C:6]2[CH2:7][CH2:8][C:9]3[CH:15]=[CH:14][CH:13]=[C:12]([CH2:41][CH2:45][C:50]([O:52][CH2:53][CH3:54])=[O:51])[C:10]=3[S:11][C:5]=2[CH:4]=1)#[N:2]. Procedure: Substituting ethyl 3-(7-cyano-10,11-dihydrodibenzo[b,f]thiepin-2-yl)-2-ethoxycarbonylpropanoate in the foregoing example with an equivalent amount of ethyl 3-(7-cyano-10,11-dihydrodibenzo[b,f]-thiepin-4-yl-2-ethoxycarbonylpropanoate provided the title compound in 97% yield. The compound was purified by short-path distillation at an oven temperature of 190°/0.05 Torr and then has m.p. 61°-62° C. Analysis for: C20H19NO2S Requires: C 71.19, H 5.68, N 4.15, S 9.50; Found C 71.13, H 5.80, N 4.09, S 9... Yields the product C(#N)C1=CC2=C(CCC3=C(S2)C(=CC=C3)CCC(=O)OCC)C=C1 (Ethyl 3-(7-cyano-10,11-dihydrodibenzo[b,f]thiepin-4-yl)propanoate). Isolated yield 97.0%. Starting materials: C(C1=CC=CC=C1)OC(NC1CC(CCC1)C(NC=1C(N(C2=CC=CC=C2C1N)C)=O)=O)=O ([3-(4-amino-1-methyl-2-oxo-1,2-dihydro-quinolin-3-ylcarbamoyl)-cyclohexyl]-carbamic acid benzyl ester), C(C)(=O)O (acetic acid). The product is C(C1=CC=CC=C1)OC(NC1CC(CCC1)C1=NC2=C(C(N(C=3C=CC=CC23)C)=O)N1)=O ([3-(5-methyl-4-oxo-4,5-dihydro-3H-imidazo[4,5-c]quinolin-2-yl)-cyclohexyl]-carbamic acid benzyl ester). Isolated yield 92.4%. RXN SMILES: [CH2:1]([O:8][C:9](=[O:33])[NH:10][CH:11]1[CH2:16][CH2:15][CH2:14][CH:13]([C:17](=O)[NH:18][C:19]2[C:20](=[O:31])[N:21]([CH3:30])[C:22]3[C:27]([C:28]=2[NH2:29])=[CH:26][CH:25]=[CH:24][CH:23]=3)[CH2:12]1)[C:2]1[CH:7]=[CH:6][CH:5]=[CH:4][CH:3]=1.C(O)(=O)C>>[CH2:1]([O:8][C:9](=[O:33])[NH:10][CH:11]1[CH2:16][CH2:15][CH2:14][CH:13]([C:17]2[NH:18][C:19]3[C:20](=[O:31])[N:21]([CH3:30])[C:22]4[CH:23]=[CH:24][CH:25]=[CH:26][C:27]=4[C:28]=3[N:29]=2)[CH2:12]1)[C:2]1[CH:7]=[CH:6][CH:5]=[CH:4][CH:3]=1. Reported procedure: As described in example 3D, [3-(4-amino-1-methyl-2-oxo-1,2-dihydro-quinolin-3-ylcarbamoyl)-cyclohexyl]-carbamic acid benzyl ester (0.22 g, 0.49 mmol) was heated in glacial acetic acid (5.30 g, 88.3 mmol) to give [3-(5-methyl-4-oxo-4,5-dihydro-3H-imidazo[4,5-c]quinolin-2-yl)-cyclohexyl]-carbamic acid benzyl ester (0.195 g, 92% yield). 1H-NMR (CDCl3): δ 8.18 (m, 1H), 7.51 (m, 2H), 7.34 (m, 7H), 5.10 (s, 2H), 3.84 (s, 3H), 2.48 (m, 1H), 2.17 (m, 3H), 1.92 (m, 1H), 1.72 (m, 3H), 1.53 (m, 1H), 1.13 (... Reactants: NO (amino alcohol), diol, C1(=CC=CC=C1)C(CO)O (1-phenyl-1,2-ethanediol), Cbz, amino acid. Product: C(C1=CC=CC=C1)(=O)O (benzoic acid). Yield: 77.0%. Reaction SMILES: N[OH:2].[C:3]1([CH:9]([OH:12])CO)[CH:8]=[CH:7][CH:6]=[CH:5][CH:4]=1>>[C:9]([OH:12])(=[O:2])[C:3]1[CH:4]=[CH:5][CH:6]=[CH:7][CH:8]=1. Procedure: Results for the oxidation of a variety of alcohols as represented in the reaction scheme are summarized in Table 1. ##STR10## Oxidation of phenethanol (1a) gave phenylacetic acid (2a) in 96% yield (entry 1). Similarly, substrates with electron rich aromatic rings, such as 1b and 1c, were converted into the carboxylic acids 2b and 2c in excellent yields (entry 2,3). Most notably, chiral alcohol id was cleanly oxidized to 2d (95%) without any evidence of racemization based on chiral HPLC assay (en...